This data is from the Open Reaction Database (ORD), a public repository of structured organic reaction records. The task is: describe an organic reaction: reactants, conditions, products, and yield Starting materials: CCN=C=NCCCN(C)C.Cl (EDCI hydrochloride), FC(OC=1C(=C(C=CC1)/C=C/C=1N=C2SC=CN2C1C(=O)O)OCC(C)(C)C)F (6-{(E)-2-[3-(Difluoromethoxy)-2-(2,2-dimethylpropoxy)phenyl]vinyl}imidazo[2,1-b][1,3]thiazole-5-carboxylic acid), C1(CCC1)C=1N=C(SC1)N (4-(cyclobutyl)-1,3-thiazol-2-amine). The reagents and catalysts are CN(C)C=1C=CN=CC1 (DMAP). Run in C1CCOC1 (THF), CN(C)C=O (DMF). Product: CC(COC1=C(C=CC=C1OC(F)F)/C=C/C=1N=C2SC=CN2C1C(=O)NC=1SC=C(N1)C1CCC1)(C)C (6-{(E)-2-[2-(2,2-Dimethylpropoxy)-3-(difluoromethoxy)phenyl]vinyl}-N-(4-cyclobutyl-1,3-thiazol-2-yl)imidazo[2,1-b][1,3]thiazole-5-carboxamide), product. As a reaction SMILES: [F:1][CH:2]([F:29])[O:3][C:4]1[C:5]([O:23][CH2:24][C:25]([CH3:28])([CH3:27])[CH3:26])=[C:6](/[CH:10]=[CH:11]/[C:12]2[N:13]=[C:14]3[N:18]([C:19]=2[C:20](O)=[O:21])[CH:17]=[CH:16][S:15]3)[CH:7]=[CH:8][CH:9]=1.[CH:30]1([C:34]2[N:35]=[C:36]([NH2:39])[S:37][CH:38]=2)[CH2:33][CH2:32][CH2:31]1.CCN=C=NCCCN(C)C.Cl>CN(C1C=CN=CC=1)C.C1COCC1.CN(C=O)C>[CH3:27][C:25]([CH3:26])([CH3:28])[CH2:24][O:23][C:5]1[C:4]([O:3][CH:2]([F:1])[F:29])=[CH:9][CH:8]=[CH:7][C:6]=1/[CH:10]=[CH:11]/[C:12]1[N:13]=[C:14]2[N:18]([C:19]=1[C:20]([NH:39][C:36]1[S:37][CH:38]=[C:34]([CH:30]3[CH2:33][CH2:32][CH2:31]3)[N:35]=1)=[O:21])[CH:17]=[CH:16][S:15]2 |f:2.3|. Procedure: The title compound was prepared according to the general procedure (Method B) by coupling Intermediate 7A (100 mg, 0.236 mmol) with 4-(cyclobutyl)-1,3-thiazol-2-amine (40 mg, 0.260 mmol) in the presence of EDCI hydrochloride (90 mg, 0.472 mmol), DMAP (26 mg, 0.236 mmol) in a mixture of THF and DMF (1:1, 4 mL) to give 50 mg of the product as an off-white solid; 1H NMR (300 MHz, DMSO-d6) δ 1.07 (s, 9H), 1.84-1.90 (m, 2H), 1.95-2.05 (m, 1H), 2.15-2.30 (m, 4H), 3.58 (s, 2H), 6.73 (s, 1H), 7.18 (t, J... Reactants: C(C)OCC(=O)CC(=O)O (Ethoxyacetylacetic acid), C(C)(=O)OC\1C(CCC(CC(=O)OC(C(/C=C1)C)\C(=C\C=C\C(CC1C(C(C(CC)OC(C)OCC)C)O1)C)\C)O)(C)OC(C)OCC ((8E,12E,14E)-7-acetoxy-6,21-bis(1-ethoxyethoxy)-3-hydroxy-6,10,12,16,20-pentamethyl-18,19-epoxytricosa-8,12,14-trien-11-olide). Yields the product C(C)(=O)OC\1C(CCC(CC(=O)OC(C(/C=C1)C)\C(=C\C=C\C(CC1C(C(C(CC)O)C)O1)C)\C)OC(CC(COCC)=O)=O)(C)O ((8E,12E,14E)-7-Acetoxy-3-ethoxyacetylacetoxy-6,21-dihydroxy-6,10,12,16,20-pentamethyl-18,19-epoxytricosa-8,12,14-trien-11-olide). As a reaction SMILES: [CH2:1]([O:3][CH2:4][C:5]([CH2:7][C:8]([OH:10])=[O:9])=[O:6])[CH3:2].[C:11]([O:14][CH:15]1[C:16]([O:53]C(OCC)C)([CH3:52])[CH2:17][CH2:18][CH:19](O)[CH2:20][C:21]([O:23][CH:24](/[C:29](/[CH3:50])=[CH:30]/[CH:31]=[CH:32]/[CH:33]([CH3:49])[CH2:34][CH:35]2[O:48][CH:36]2[CH:37]([CH3:47])[CH:38]([O:41]C(OCC)C)[CH2:39][CH3:40])[CH:25]([CH3:28])[CH:26]=[CH:27]1)=[O:22])(=[O:13])[CH3:12]>>[C:11]([O:14][CH:15]1[C:16]([OH:53])([CH3:52])[CH2:17][CH2:18][CH:19]([O:9][C:8](=[O:10])[CH2:7][C:5](=[O:6])[CH2:4][O:3][CH2:1][CH3:2])[CH2:20][C:21]([O:23][CH:24](/[C:29](/[CH3:50])=[CH:30]/[CH:31]=[CH:32]/[CH:33]([CH3:49])[CH2:34][CH:35]2[O:48][CH:36]2[CH:37]([CH3:47])[CH:38]([OH:41])[CH2:39][CH3:40])[CH:25]([CH3:28])[CH:26]=[CH:27]1)=[O:22])(=[O:13])[CH3:12]. Reported procedure: Ethoxyacetylacetic acid was esterified with (8E,12E,14E)-7-acetoxy-6,21-bis(1-ethoxyethoxy)-3-hydroxy-6,10,12,16,20-pentamethyl-18,19-epoxytricosa-8,12,14-trien-11-olide through the similar synthetic route as Example B24, to give the title compound as a colorless oil. Starting materials: BrCc1ccccc1, COc1cccc(Br)n1, CCOCC, [Mg], C1CCOC1. The product is COc1cccc(Cc2ccccc2)n1. RXN SMILES: [Br:15][CH2:16][c:17]1[cH:18][cH:19][cH:20][cH:21][cH:22]1.[Br:1][c:2]1[n:3][c:4]([O:8][CH3:9])[cH:5][cH:6][cH:7]1.[CH3:24][CH2:25][O:26][CH2:27][CH3:28].[Mg:23].[O:10]1[CH2:11][CH2:12][CH2:13][CH2:14]1>>[c:2]1([CH2:16][c:17]2[cH:18][cH:19][cH:20][cH:21][cH:22]2)[n:3][c:4]([O:8][CH3:9])[cH:5][cH:6][cH:7]1. The reactants are COC1=CN=C(S1)N (5-methoxythiazol-2-amine), C(#N)[Cu] (CuCN). Product: COC1=CN=C(S1)C#N (5-methoxythiazole-2-carbonitrile). Yield: 30.0%. RXN SMILES: [CH3:1][O:2][C:3]1[S:7][C:6](N)=[N:5][CH:4]=1.[C:9]([Cu])#[N:10]>>[CH3:1][O:2][C:3]1[S:7][C:6]([C:9]#[N:10])=[N:5][CH:4]=1. Procedure: 5-methoxythiazol-2-amine (2.6 g, 20 mmol) was reacted with CuCN (4 g, 44 mmol) according to the procedure as described in Example 61, Step A to give the title compound as brownish oil (0.84 g, 30%). The compound was characterized by the following spectroscopic data: Run in C(Cl)Cl (methylene chloride). Reported procedure: A solution of 1.25 g. of trifluoromethanesulfonamide in 35 ml. of pyridine was treated with 3.5 g. of 4-(hexadecylamino)benzoyl chloride hydrochloride in methylene chloride at 10°-15° C. and then stirred under reflux for 3 hours. Evaporation afforded a gum which was stirred with 150 ml. of H2O and extracted with three 50 ml. portions of CHCl3. The extracts were combined, dried (MgsO4), and evaporated to yield a white solid. Crystallization from ether-acetone gave 2.0 g. of product, melting point... As a reaction SMILES: [F:1][C:2]([F:8])([F:7])[S:3]([NH2:6])(=[O:5])=[O:4].N1C=CC=CC=1.Cl.[CH2:16]([NH:32][C:33]1[CH:41]=[CH:40][C:36]([C:37](Cl)=[O:38])=[CH:35][CH:34]=1)[CH2:17][CH2:18][CH2:19][CH2:20][CH2:21][CH2:22][CH2:23][CH2:24][CH2:25][CH2:26][CH2:27][CH2:28][CH2:29][CH2:30][CH3:31]>C(Cl)Cl>[CH2:16]([NH:32][C:33]1[CH:34]=[CH:35][C:36]([C:37]([NH:6][S:3]([C:2]([F:8])([F:7])[F:1])(=[O:5])=[O:4])=[O:38])=[CH:40][CH:41]=1)[CH2:17][CH2:18][CH2:19][CH2:20][CH2:21][CH2:22][CH2:23][CH2:24][CH2:25][CH2:26][CH2:27][CH2:28][CH2:29][CH2:30][CH3:31] |f:2.3|. Starting materials: FC(S(=O)(=O)N)(F)F (trifluoromethanesulfonamide), N1=CC=CC=C1 (pyridine), Cl.C(CCCCCCCCCCCCCCC)NC1=CC=C(C(=O)Cl)C=C1 (4-(hexadecylamino)benzoyl chloride hydrochloride). Product: C(CCCCCCCCCCCCCCC)NC1=CC=C(C(=O)NS(=O)(=O)C(F)(F)F)C=C1 (N-[4-(hexadecylamino)benzoyl]trifluoromethanesulfonamide). The reactants are C1(=CC(=CC=C1)C=1C(=C(C(NC1)=O)O)F)C1=CC=CC=C1 (5-biphenyl-3-yl-4-fluoro-3-hydroxypyridin-2(1H)-one), [OH-].[Na+] (NaOH), C(C1=CC=CC=C1)Br (benzyl bromide). The solvent is CO (MeOH). Reaction conditions: time 8 hour. Product: C(C1=CC=CC=C1)OC=1C(NC=C(C1F)C=1C=C(C=CC1)C1=CC=CC=C1)=O (3-(benzyloxy)-5-(biphenyl-3-yl)-4-fluoropyridin-2(1H)-one). Isolated yield 31.6%. As a reaction SMILES: [C:1]1([C:16]2[CH:21]=[CH:20][CH:19]=[CH:18][CH:17]=2)[CH:6]=[CH:5][CH:4]=[C:3]([C:7]2[C:8]([F:15])=[C:9]([OH:14])[C:10](=[O:13])[NH:11][CH:12]=2)[CH:2]=1.[OH-].[Na+].[CH2:24](Br)[C:25]1[CH:30]=[CH:29][CH:28]=[CH:27][CH:26]=1>CO>[CH2:24]([O:14][C:9]1[C:10](=[O:13])[NH:11][CH:12]=[C:7]([C:3]2[CH:2]=[C:1]([C:16]3[CH:21]=[CH:20][CH:19]=[CH:18][CH:17]=3)[CH:6]=[CH:5][CH:4]=2)[C:8]=1[F:15])[C:25]1[CH:30]=[CH:29][CH:28]=[CH:27][CH:26]=1 |f:1.2|. Procedure details: To a suspension of 5-biphenyl-3-yl-4-fluoro-3-hydroxypyridin-2(1H)-one (60 mg, 0.213 mmol) was added 1 N aqueous NaOH solution (0.235 mL, 0.235 mmol) and the resulting mixture was sonicated to make a clear solution. To this mixture was added a solution of benzyl bromide (37 mg, 0.213 mmol) in MeOH (0.3 mL) dropwise, stirred overnight at room temperature and then concentrated. Purification by preparative HPLC (10-70% CH3CN/H2O over 20 min, 0.05% added TFA) afforded 25 mg (32%) of 3-(benzyloxy)-5-... The product is Cl, CNCCN1CCN(c2nc3ccccc3[nH]2)CC1. The reactants are O=C([O-])[O-], CN(C)C=O, CNCCCl, CNCCCl, Cl, [I-], [K+], [K+], c1ccc2[nH]c(N3CCNCC3)nc2c1, [Na+]. Reaction SMILES: [C:18](=[O:19])([O-:20])[O-:21].[CH3:35][N:36]([CH3:37])[CH:38]=[O:39].[Cl:25][CH2:26][CH2:27][NH:28][CH3:29].[Cl:30][CH2:31][CH2:32][NH:33][CH3:34].[ClH:24].[I-:17].[K+:22].[K+:23].[N:1]1([c:7]2[n:8][c:9]3[c:10]([nH:11]2)[cH:12][cH:13][cH:14][cH:15]3)[CH2:2][CH2:3][NH:4][CH2:5][CH2:6]1.[Na+:16]>>[ClH:25].[N:1]1([c:7]2[n:8][c:9]3[c:10]([nH:11]2)[cH:12][cH:13][cH:14][cH:15]3)[CH2:2][CH2:3][N:4]([CH2:26][CH2:27][NH:28][CH3:29])[CH2:5][CH2:6]1.